Dataset: the Open Reaction Database (ORD), a public repository of structured organic reaction records. Task: describe an organic reaction: reactants, conditions, products, and yield Starting materials: ClC=1C=C(C=CC1F)NC=1C2=C(N=CN1)C=NC(=N2)NCCN2CCNCC2 (4-[(3-chloro-4-fluorophenyl)amino]-6-[2-(1-piperazinyl)ethylamino]pyrimido[5,4-d]pyrimidine), C(C)(=O)OC(C)=O (acetic anhydride). The solvent is C(Cl)Cl.CO (methylene chloride methanol). The product is ClC=1C=C(C=CC1F)NC=1C2=C(N=CN1)C=NC(=N2)NCCN2CCN(CC2)C(C)=O (4-[(3-Chloro-4-fluorophenyl)amino]-6-[2-(4-acetyl-1-piperazinyl)ethylamino]pyrimido[5,4-d]pyrimidine). RXN SMILES: [Cl:1][C:2]1[CH:3]=[C:4]([NH:9][C:10]2[C:11]3[N:19]=[C:18]([NH:20][CH2:21][CH2:22][N:23]4[CH2:28][CH2:27][NH:26][CH2:25][CH2:24]4)[N:17]=[CH:16][C:12]=3[N:13]=[CH:14][N:15]=2)[CH:5]=[CH:6][C:7]=1[F:8].[C:29](OC(=O)C)(=[O:31])[CH3:30]>C(Cl)Cl.CO>[Cl:1][C:2]1[CH:3]=[C:4]([NH:9][C:10]2[C:11]3[N:19]=[C:18]([NH:20][CH2:21][CH2:22][N:23]4[CH2:28][CH2:27][N:26]([C:29](=[O:31])[CH3:30])[CH2:25][CH2:24]4)[N:17]=[CH:16][C:12]=3[N:13]=[CH:14][N:15]=2)[CH:5]=[CH:6][C:7]=1[F:8] |f:2.3|. Procedure details: Prepared from 4-[(3-chloro-4-fluorophenyl)amino]-6-[2-(1-piperazinyl)ethylamino]pyrimido[5,4-d]pyrimidine by reaction with acetic anhydride. Melting point: 196°-198° C.; Rf : 0.59 (alumina; methylene chloride/methanol=10:0.4) The reactants are Nc1ncc(Br)c(Cl)c1[N+](=O)[O-], CCN(C(C)C)C(C)C, CC(C)O, Fc1ccc(CN2CCCNCC2)cc1. Yields the product Nc1ncc(Br)c(N2CCCN(Cc3ccc(F)cc3)CC2)c1[N+](=O)[O-]. As a reaction SMILES: [Br:1][c:2]1[c:3]([Cl:12])[c:4]([N+:9](=[O:10])[O-:11])[c:5]([NH2:8])[n:6][cH:7]1.[CH:28]([N:29]([CH:30]([CH3:31])[CH3:32])[CH2:33][CH3:34])([CH3:35])[CH3:36].[CH:37]([OH:38])([CH3:39])[CH3:40].[F:13][c:14]1[cH:15][cH:16][c:17]([CH2:18][N:19]2[CH2:20][CH2:21][NH:22][CH2:23][CH2:24][CH2:25]2)[cH:26][cH:27]1>>[Br:1][c:2]1[c:3]([N:22]2[CH2:21][CH2:20][N:19]([CH2:18][c:17]3[cH:16][cH:15][c:14]([F:13])[cH:27][cH:26]3)[CH2:25][CH2:24][CH2:23]2)[c:4]([N+:9](=[O:10])[O-:11])[c:5]([NH2:8])[n:6][cH:7]1. The reactants are CS(=O)(=O)N1CCN(CCCO)CC1, CCOC(=O)N=NC(=O)OCC, CN(C)C=O, c1ccc(P(c2ccccc2)c2ccccc2)cc1, COc1cc2ncnc(Oc3cnc4[nH]ccc4c3)c2cc1O. The product is COc1cc2ncnc(Oc3cnc4[nH]ccc4c3)c2cc1OCCCN1CCN(S(C)(=O)=O)CC1. As a reaction SMILES: [CH3:55][S:56](=[O:57])(=[O:58])[N:59]1[CH2:60][CH2:61][N:62]([CH2:65][CH2:66][CH2:67][OH:68])[CH2:63][CH2:64]1.[O:1]=[C:2]([O:3][CH2:4][CH3:5])[N:6]=[N:7][C:8]([O:9][CH2:10][CH3:11])=[O:12].[O:69]=[CH:70][N:71]([CH3:72])[CH3:73].[c:36]1([P:37]([c:38]2[cH:39][cH:40][cH:41][cH:42][cH:43]2)[c:44]2[cH:45][cH:46][cH:47][cH:48][cH:49]2)[cH:50][cH:51][cH:52][cH:53][cH:54]1.[nH:13]1[cH:14][cH:15][c:16]2[cH:17][c:18]([O:22][c:23]3[n:24][cH:25][n:26][c:27]4[cH:28][c:29]([O:34][CH3:35])[c:30]([OH:33])[cH:31][c:32]34)[cH:19][n:20][c:21]12>>[nH:13]1[cH:14][cH:15][c:16]2[cH:17][c:18]([O:22][c:23]3[n:24][cH:25][n:26][c:27]4[cH:28][c:29]([O:34][CH3:35])[c:30]([O:33][CH2:67][CH2:66][CH2:65][N:62]5[CH2:61][CH2:60][N:59]([S:56]([CH3:55])(=[O:57])=[O:58])[CH2:64][CH2:63]5)[cH:31][c:32]34)[cH:19][n:20][c:21]12.